Task: describe an organic reaction: reactants, conditions, products, and yield. Dataset: the Open Reaction Database (ORD), a public repository of structured organic reaction records Yields the product [N+](=O)([O-])C1=CC=C(S1)S(=O)(=O)N1C[C@@H](N(CC1)C1=NC=C(C=N1)C(C(F)(F)F)(C(F)(F)F)O)CN(S(=O)(=O)C)CC(C)C (N-(((2S)-4-((5-nitro-2-thiophenyl)sulfonyl)-1-(5-(2,2,2-trifluoro-1-hydroxy-1-(trifluoromethyl)ethyl)-2-pyrimidinyl)-2-piperazinyl)methyl)-N-(2-methylpropyl)methanesulfonamide). Procedure: A 5-mL vial was charged with N-(((2S)-4-((5-nitro-2-thiophenyl)sulfonyl)-2-piperazinyl)methyl)-N-(2-methylpropyl)methanesulfonamide (0.170 g, 0.386 mmol), 2-(2-chloropyrimidin-5-yl)-1,1,1,3,3,3-hexafluoropropan-2-ol (0.124 g, 0.442 mmol, Intermediate D), DIPEA (0.202 mL, 1.16 mmol), and 1,4-dioxane (2 mL). The vial was sealed and stirred at 100° C. for 21 h. The reaction mixture was allowed to cool to room temperature and partitioned between water (20 mL) and EtOAc (20 mL). The aqueous phase was... As a reaction SMILES: [N+:1]([C:4]1[S:8][C:7]([S:9]([N:12]2[CH2:17][CH2:16][NH:15][C@@H:14]([CH2:18][N:19]([CH2:24][CH:25]([CH3:27])[CH3:26])[S:20]([CH3:23])(=[O:22])=[O:21])[CH2:13]2)(=[O:11])=[O:10])=[CH:6][CH:5]=1)([O-:3])=[O:2].Cl[C:29]1[N:34]=[CH:33][C:32]([C:35]([OH:44])([C:40]([F:43])([F:42])[F:41])[C:36]([F:39])([F:38])[F:37])=[CH:31][N:30]=1.CCN(C(C)C)C(C)C>O1CCOCC1>[N+:1]([C:4]1[S:8][C:7]([S:9]([N:12]2[CH2:17][CH2:16][N:15]([C:29]3[N:30]=[CH:31][C:32]([C:35]([OH:44])([C:36]([F:37])([F:38])[F:39])[C:40]([F:42])([F:43])[F:41])=[CH:33][N:34]=3)[C@@H:14]([CH2:18][N:19]([CH2:24][CH:25]([CH3:27])[CH3:26])[S:20]([CH3:23])(=[O:22])=[O:21])[CH2:13]2)(=[O:11])=[O:10])=[CH:6][CH:5]=1)([O-:3])=[O:2]. Run in O1CCOCC1 (1,4-dioxane). Isolated yield 17.2%. Reactants: [N+](=O)([O-])C1=CC=C(S1)S(=O)(=O)N1C[C@@H](NCC1)CN(S(=O)(=O)C)CC(C)C (N-(((2S)-4-((5-nitro-2-thiophenyl)sulfonyl)-2-piperazinyl)methyl)-N-(2-methylpropyl)methanesulfonamide), ClC1=NC=C(C=N1)C(C(F)(F)F)(C(F)(F)F)O ((2-chloro-5-pyrimidinyl)-1,1,1,3,3,3-hexafluoro-2-propanol), ClC1=NC=C(C=N1)C(C(F)(F)F)(C(F)(F)F)O ((2-chloro-5-pyrimidinyl)-1,1,1,3,3,3-hexafluoro-2-propanol), CCN(C(C)C)C(C)C (DIPEA). Conditions: temperature 100 celsius, time 21 hour. The reactants are Cl.CC1CCCC=2NC(=NC21)CC(=O)C2=CC=CC=C2 (2-(4-Methyl-4,5,6,7-tetrahydro-1H-benzimidazol-2-yl)-1-phenylethanone hydrochloride), C[O-].[Na+] (sodium methylate), C(C#C)(=O)OC (methyl propiolate). Yields the product C(C1=CC=CC=C1)(=O)C=1C=CC(N2C1NC1=C2CCCC1C)=O (4-Benzoyl-6-methyl-6,7,8,9-tetrahydropyrido[1,2-a]benzimidazol-1(5H)-one). RXN SMILES: Cl.[CH3:2][CH:3]1[C:11]2[N:10]=[C:9]([CH2:12][C:13]([C:15]3[CH:20]=[CH:19][CH:18]=[CH:17][CH:16]=3)=[O:14])[NH:8][C:7]=2[CH2:6][CH2:5][CH2:4]1.C[O-].[Na+].[C:24](OC)(=[O:27])[C:25]#[CH:26]>>[C:13]([C:12]1[CH:26]=[CH:25][C:24](=[O:27])[N:8]2[C:7]3[CH2:6][CH2:5][CH2:4][CH:3]([CH3:2])[C:11]=3[NH:10][C:9]=12)(=[O:14])[C:15]1[CH:16]=[CH:17][CH:18]=[CH:19][CH:20]=1 |f:0.1,2.3|. Procedure: The compound is prepared as described in example 20 with 232 mg (0.80 mmol) of 2-(4-Methyl-4,5,6,7-tetrahydro-1H-benzimidazol-2-yl)-1-phenylethanone hydrochloride (example XIX), 50 mg (0.92 mmol) of sodium methylate and 67 mg (0.80 mmol) methyl propiolate. The reactants are ClC1=C2C(C(NC2=CC=C1Cl)=O)=O (4,5-Dichloroisatin), OS(=O)(=O)O (H2SO4), [N+](=O)([O-])[O-].[K+] (KNO3), ice H2O. The solvent is C1=CC=CC=C1 (benzene). Yields the product ClC1=C2C(C(NC2=C(C=C1Cl)[N+](=O)[O-])=O)=O (4,5-Dichloro-7-nitroisatin). RXN SMILES: [Cl:1][C:2]1[C:10]([Cl:11])=[CH:9][CH:8]=[C:7]2[C:3]=1[C:4](=[O:13])[C:5](=[O:12])[NH:6]2.OS(O)(=O)=O.[N+:19]([O-])([O-:21])=[O:20].[K+]>C1C=CC=CC=1>[Cl:1][C:2]1[C:10]([Cl:11])=[CH:9][C:8]([N+:19]([O-:21])=[O:20])=[C:7]2[C:3]=1[C:4](=[O:13])[C:5](=[O:12])[NH:6]2 |f:2.3|. Reported procedure: To a solution of 4,5-dichloroisatin (13f, 430 mg, 2.0 mmol) in cone H2SO4 (5 mL) was added powdered KNO3 (300 mg, 2.5 mmol) at 0° C. in portions with stirring. The mixture was stirred at 22° C. for 16 h, poured into ice-H2O (50 mL). The precipitate was filtered, washed with H2O (5×10 mL) and dried to give 295 mg (54%) of 13 h as a yellow powder. The analytical sample was obtained by crystallization from benzene, mp 204°-5° C. IR 1776, 1768, 1749, 1614, 1473, 1340, 1227 cm-1 ; 1H NMR δ 11.932 (s,... Starting materials: Cc1[nH]c(C(=O)NC2CCN(c3cccc(Cl)n3)CC2)c(Cl)c1Cl, Cl, NC1CCN(c2cc(C(=O)NCCN3CCOCC3)cc(Cl)n2)CC1. Product: Cc1[nH]c(C(=O)NC2CCN(c3cc(C(=O)NCCN4CCOCC4)cc(Cl)n3)CC2)c(Cl)c1Cl. RXN SMILES: [Cl:27][c:28]1[c:29]([C:35](=[O:36])[NH:37][CH:38]2[CH2:39][CH2:40][N:41]([c:42]3[cH:43][cH:44][cH:45][c:46]([Cl:47])[n:48]3)[CH2:49][CH2:50]2)[nH:30][c:31]([CH3:34])[c:32]1[Cl:33].[ClH:1].[NH2:2][CH:3]1[CH2:4][CH2:5][N:6]([c:9]2[cH:10][c:11]([C:12](=[O:13])[NH:14][CH2:15][CH2:16][N:17]3[CH2:18][CH2:19][O:20][CH2:21][CH2:22]3)[cH:23][c:24]([Cl:26])[n:25]2)[CH2:7][CH2:8]1>>[NH:2]([CH:3]1[CH2:4][CH2:5][N:6]([c:9]2[cH:10][c:11]([C:12](=[O:13])[NH:14][CH2:15][CH2:16][N:17]3[CH2:18][CH2:19][O:20][CH2:21][CH2:22]3)[cH:23][c:24]([Cl:26])[n:25]2)[CH2:7][CH2:8]1)[C:35]([c:29]1[c:28]([Cl:27])[c:32]([Cl:33])[c:31]([CH3:34])[nH:30]1)=[O:36]. Reactants: FC(C(CC(=O)OCC)=O)(F)F (ethyl 4,4,4-trifluoroacetoacetate), CNN (methylhydrazine). Solvent: CCOCC (ether). Run at temperature 24 celsius. Yields the product FC(C1=CC(=NN1C)O)(F)F (5-Trifluoromethyl-3-hydroxy-1-methylpyrazole). The yield is 25.3%. RXN SMILES: [F:1][C:2]([F:12])([F:11])[C:3](=O)[CH2:4][C:5](OCC)=[O:6].[CH3:13][NH:14][NH2:15]>CCOCC>[F:1][C:2]([F:12])([F:11])[C:3]1[N:14]([CH3:13])[N:15]=[C:5]([OH:6])[CH:4]=1. Reported procedure: A flask was charged with 6 kg of ether and 6164.2 g (33.5 mol) of ethyl 4,4,4-trifluoroacetoacetate. With stirring 1542.4 g (33.5 mol) methylhydrazine was added. The temperature was maintained at about 24° C. during the addition. After one additional hour of stirring the reaction was complete. Solvent was stripped to remove most of the ether and the residue was then slurried in 12 1 of chloroform with vigorous stirring. To the slurry was added 50 ml of concentrated sulfuric acid and the mixture ... The reactants are COc1ccccc1C=O, FC(F)(F)c1nnc2ccc(N3CCCNCC3)nn12. The product is COc1ccccc1CN1CCCN(c2ccc3nnc(C(F)(F)F)n3n2)CC1. Reaction SMILES: [CH3:21][O:22][c:23]1[c:24]([CH:25]=[O:26])[cH:27][cH:28][cH:29][cH:30]1.[N:1]1([c:8]2[cH:9][cH:10][c:11]3[n:12]([n:13]2)[c:14]([C:17]([F:18])([F:19])[F:20])[n:15][n:16]3)[CH2:2][CH2:3][NH:4][CH2:5][CH2:6][CH2:7]1>>[N:1]1([c:8]2[cH:9][cH:10][c:11]3[n:12]([n:13]2)[c:14]([C:17]([F:18])([F:19])[F:20])[n:15][n:16]3)[CH2:2][CH2:3][N:4]([CH2:25][c:24]2[c:23]([O:22][CH3:21])[cH:30][cH:29][cH:28][cH:27]2)[CH2:5][CH2:6][CH2:7]1.